From a dataset of the Open Reaction Database (ORD), a public repository of structured organic reaction records. describe an organic reaction: reactants, conditions, products, and yield Starting materials: NC1=NC=CC=N1 (2-aminopyrimidine), ClCSC1=C(C=CC(=C1)Cl)Br (2-Bromo-5-chlorophenyl chloromethyl sulfide). The solvent is C1=CC=CC=C1 (benzene). The product is [Cl-].NC1=[N+](C=CC=N1)CSC1=C(C=CC(=C1)Cl)Br (2-Amino-1-[[(2-bromo-5-chlorophenyl)thio]methyl]pyrimidinium chloride). The yield is 86.5%. As a reaction SMILES: [NH2:1][C:2]1[N:7]=[CH:6][CH:5]=[CH:4][N:3]=1.[Cl:8][CH2:9][S:10][C:11]1[CH:16]=[C:15]([Cl:17])[CH:14]=[CH:13][C:12]=1[Br:18]>C1C=CC=CC=1>[Cl-:8].[NH2:1][C:2]1[N:7]=[CH:6][CH:5]=[CH:4][N+:3]=1[CH2:9][S:10][C:11]1[CH:16]=[C:15]([Cl:17])[CH:14]=[CH:13][C:12]=1[Br:18] |f:3.4|. Reported procedure: To a solution of 18.8 g of 2-aminopyrimidine in 180 ml of benzene is added 54.6 g of the product from example 25, and the mixture stirred and heated under reflux for about 12 hours. The cooled mixture is filtered to give about 62.8 g of the named compound, mp about 240°-242°. The reactants are FC1=C(COC[C@H]2NC[C@@H](C2)SC(C2=CC=CC=C2)(C2=CC=CC=C2)C2=CC=CC=C2)C=C(C(=C1)F)F ((2S,4R)-2-(2,4,5-Trifluoro-benzyloxymethyl)-4-tritylsulfanyl-pyrrolidine), ClC1=NC=CC=N1 (2-chloropyrimidine), C(C)N(C(C)C)C(C)C (N-ethyldiisopropylamine). Procedure: A mixture of 2.08 g (4 mmol)(2S,4R)-2-(2,4,5-Trifluoro-benzyloxymethyl)-4-tritylsulfanyl-pyrrolidine, 0.687 g (6 mmol) 2-chloropyrimidine and 1.16 ml (6.8 mmol) N-ethyldiisopropylamine was heated for 3 h at 80° C. The reaction was cooled and partitioned between H2O/Et2O (3×300). The organic phases were washed with aqueous saturated NaHCO3, aqueous 10% NaCl, dried (NaSO4) and evaporated. Flash chromatography on silica gel (CH2Cl2/EtOAc 97.5:2.5) gave 1.7 g (71%) (2S,4R)-2-[2-(2,4,5-Trifluoro-benz... RXN SMILES: [F:1][C:2]1[CH:35]=[C:34]([F:36])[C:33]([F:37])=[CH:32][C:3]=1[CH2:4][O:5][CH2:6][C@@H:7]1[CH2:11][C@@H:10]([S:12][C:13]([C:26]2[CH:31]=[CH:30][CH:29]=[CH:28][CH:27]=2)([C:20]2[CH:25]=[CH:24][CH:23]=[CH:22][CH:21]=2)[C:14]2[CH:19]=[CH:18][CH:17]=[CH:16][CH:15]=2)[CH2:9][NH:8]1.Cl[C:39]1[N:44]=[CH:43][CH:42]=[CH:41][N:40]=1.C(N(C(C)C)C(C)C)C>>[F:1][C:2]1[CH:35]=[C:34]([F:36])[C:33]([F:37])=[CH:32][C:3]=1[CH2:4][O:5][CH2:6][C@@H:7]1[CH2:11][C@@H:10]([S:12][C:13]([C:20]2[CH:25]=[CH:24][CH:23]=[CH:22][CH:21]=2)([C:14]2[CH:15]=[CH:16][CH:17]=[CH:18][CH:19]=2)[C:26]2[CH:27]=[CH:28][CH:29]=[CH:30][CH:31]=2)[CH2:9][N:8]1[C:39]1[N:44]=[CH:43][CH:42]=[CH:41][N:40]=1. Yields the product FC1=C(COC[C@H]2N(C[C@@H](C2)SC(C2=CC=CC=C2)(C2=CC=CC=C2)C2=CC=CC=C2)C2=NC=CC=N2)C=C(C(=C1)F)F ((2S,4R)-2-[2-(2,4,5-Trifluoro-benzyloxymethyl)-4-tritylsulfanyl-pyrrolidin-1-yl]-pyrimidine). The yield is 71.1%. Conditions: temperature 80 celsius. Starting materials: CC=1N=C(N=NC1C1=CC=CC=C1)N(N)C (5-Methyl-3-(1-methylhydrazino)-6-phenyl-1,2,4-triazine), Cl (hydrogen chloride). Reagents/catalysts: [Pd] (palladium on carbon). Solvent: C(C)O (ethanol). Product: CC1N=C(NN=C1C1=CC=CC=C1)N(N)C (5-methyl-3-(1-methylhydrazino)-6-phenyl-2,5-dihydro-1,2,4-triazine). RXN SMILES: [CH3:1][C:2]1[N:3]=[C:4]([N:14]([CH3:16])[NH2:15])[N:5]=[N:6][C:7]=1[C:8]1[CH:13]=[CH:12][CH:11]=[CH:10][CH:9]=1.Cl>C(O)C.[Pd]>[CH3:1][CH:2]1[C:7]([C:8]2[CH:13]=[CH:12][CH:11]=[CH:10][CH:9]=2)=[N:6][NH:5][C:4]([N:14]([CH3:16])[NH2:15])=[N:3]1. Procedure details: 5-Methyl-3-(1-methylhydrazino)-6-phenyl-1,2,4-triazine (2.9 g) was dissolved in ethanol (50 ml) containing anhydrous hydrogen chloride and hydrogenated over 5% palladium on carbon (0.33 g) under atmospheric pressure at room temperature. After the theoretical amount of hydrogen gas was absorbed, the catalyst was filtered off, and the filtrate was concentrated under reduced pressure. The residue was neutralized with an aqueous solution of sodium carbonate and extracted with ethyl acetate. The extr... The reactants are CC(=O)[O-], CC(=O)[O-], CC(C)(C#N)Oc1ccc(Cl)cc1, CC(C)(N)CO, N, [Zn+2]. The product is CC1(C)COC(C(C)(C)Oc2ccc(Cl)cc2)=N1. RXN SMILES: [CH3:22][C:23](=[O:24])[O-:25].[CH3:26][C:27](=[O:28])[O-:29].[Cl:1][c:2]1[cH:3][cH:4][c:5]([O:6][C:7]([C:8]#[N:9])([CH3:10])[CH3:11])[cH:12][cH:13]1.[NH2:14][C:15]([CH2:16][OH:17])([CH3:18])[CH3:19].[NH3:20].[Zn+2:21]>>[Cl:1][c:2]1[cH:3][cH:4][c:5]([O:6][C:7]([C:8]2=[N:9][C:15]([CH3:18])([CH3:19])[CH2:16][O:17]2)([CH3:10])[CH3:11])[cH:12][cH:13]1. Reactants: NC1=NN2C(C=CC(=C2)OC=2C=C(C=CC2)NC(=O)C2=NC=CC=C2C)=N1 (N-{3-[(2-amino[1,2,4]triazolo[1,5-a]pyridin-6-yl)oxy]phenyl}-3-methylpyridine-2-carboxamide), C1(CC1)C(=O)Cl (cyclopropanecarbonyl chloride). Run in C(O)([O-])=O.[Na+] (sodium hydrogen carbonate), CN(C(C)=O)C (N,N-dimethylacetamide). Conditions: time 12 hour. The product is C1(CC1)C(=O)NC1=NN2C(C=CC(=C2)OC=2C=C(C=CC2)NC(=O)C2=NC=CC=C2C)=N1 (N-[3-({2-[(cyclopropylcarbonyl)amino][1,2,4]triazolo[1,5-a]pyridin-6-yl}oxy)phenyl]-3-methylpyridine-2-carboxamide). Yield: 77.1%. RXN SMILES: [NH2:1][C:2]1[N:27]=[C:5]2[CH:6]=[CH:7][C:8]([O:10][C:11]3[CH:12]=[C:13]([NH:17][C:18]([C:20]4[C:25]([CH3:26])=[CH:24][CH:23]=[CH:22][N:21]=4)=[O:19])[CH:14]=[CH:15][CH:16]=3)=[CH:9][N:4]2[N:3]=1.[CH:28]1([C:31](Cl)=[O:32])[CH2:30][CH2:29]1>CN(C)C(=O)C.C(=O)([O-])O.[Na+]>[CH:28]1([C:31]([NH:1][C:2]2[N:27]=[C:5]3[CH:6]=[CH:7][C:8]([O:10][C:11]4[CH:12]=[C:13]([NH:17][C:18]([C:20]5[C:25]([CH3:26])=[CH:24][CH:23]=[CH:22][N:21]=5)=[O:19])[CH:14]=[CH:15][CH:16]=4)=[CH:9][N:4]3[N:3]=2)=[O:32])[CH2:30][CH2:29]1 |f:3.4|. Procedure details: To a solution of N-{3-[(2-amino[1,2,4]triazolo[1,5-a]pyridin-6-yl)oxy]phenyl}-3-methylpyridine-2-carboxamide (120 mg, 0.333 mmol) in N,N-dimethylacetamide (5 mL) was added cyclopropanecarbonyl chloride (30.5 μL, 0.336 mmol), and the mixture was stirred at room temperature for 12 hr. The reaction mixture was diluted with aqueous sodium hydrogen carbonate solution, and extracted with ethyl acetate. The organic layer was washed with aqueous sodium hydrogen carbonate solution and saturated brine, dr... Reactants: FC(C(=O)O)(F)F (trifluoroacetic acid), C1(=CC=CC=C1)OC (anisole), C(C)(C)(C)OC(=O)N(C(C(N)C=1N=C(SC1)N)=O)C1[C@@H]2N(C(=C(CS2)C=C)C(=O)OC(C2=CC=CC=C2)C2=CC=CC=C2)C1=O (benzhydryl 7-[N-tert-butoxycarbonyl-2-(2-aminothiazol-4-yl)glycinamido]-3-vinyl-3-cephem-4-carboxylate). The solvent is C(Cl)Cl (methylene chloride). The product is NC=1SC=C(N1)C(N)C(=O)NC1[C@@H]2N(C(=C(CS2)C=C)C(=O)O)C1=O (7-[2-(2-aminothiazol-4-yl)glycinamido]-3-vinyl-3-cephem-4-carboxylic acid). Yield: 34.8%. Reaction SMILES: C(OC([N:8]([CH:19]1[C:44](=[O:45])[N:21]2[C:22]([C:28]([O:30]C(C3C=CC=CC=3)C3C=CC=CC=3)=[O:29])=[C:23]([CH:26]=[CH2:27])[CH2:24][S:25][C@H:20]12)[C:9](=[O:18])[CH:10]([C:12]1[N:13]=[C:14]([NH2:17])[S:15][CH:16]=1)[NH2:11])=O)(C)(C)C.FC(F)(F)C(O)=O.C1(OC)C=CC=CC=1>C(Cl)Cl>[NH2:17][C:14]1[S:15][CH:16]=[C:12]([CH:10]([C:9]([NH:8][CH:19]2[C:44](=[O:45])[N:21]3[C:22]([C:28]([OH:30])=[O:29])=[C:23]([CH:26]=[CH2:27])[CH2:24][S:25][C@H:20]23)=[O:18])[NH2:11])[N:13]=1. Procedure details: To a suspension of benzhydryl 7-[N-tert-butoxycarbonyl-2-(2-aminothiazol-4-yl)glycinamido]-3-vinyl-3-cephem-4-carboxylate (3.9 g) in methylene chloride (20 ml) were added trifluoroacetic acid (13.7 g) and anisole (3.8 g) under ice-cooling, and the mixture was stirred at ambient temperature for an hour. After evaporation of the reaction mixture, to the residue were added water (100 ml) and ethyl acetate, followed by adjusting to pH 7 with 2N aqueous solution of sodium hydroxide. The precipitated ... The reactants are FC(C(=O)O)(F)F (trifluoroacetic acid), S1C(=NC2=C1C=CC=C2)N[C@@H](CC2=CC=C(C=C2)OCCCC(NC=2NCCCN2)=O)C(=O)OC(C)(C)C ((1,1-dimethyl ethyl) N-(2-benzothiazolyl)-O-(4-oxo-4-[(1,4,5,6-tetrahydro-2-pyrimidinyl)amino]butyl]-L-tyrosinate), C1(=CC=CC=C1)C (toluene). Run in ClCCl (dichloromethane). Conditions: time 2 hour. The product is S1C(=NC2=C1C=CC=C2)N[C@@H](CC2=CC=C(C=C2)OCCCC(NC=2NCCCN2)=O)C(=O)O (N-(2-benzothiazolyl)-O-[4-oxo-4-[(1,4,5,6-tetrahydro-2-pyrimidinyl)amino]butyl]-L-tyrosine). Isolated yield 89.3%. Reaction SMILES: FC(F)(F)C(O)=O.[S:8]1[C:12]2[CH:13]=[CH:14][CH:15]=[CH:16][C:11]=2[N:10]=[C:9]1[NH:17][C@H:18]([C:39]([O:41]C(C)(C)C)=[O:40])[CH2:19][C:20]1[CH:25]=[CH:24][C:23]([O:26][CH2:27][CH2:28][CH2:29][C:30](=[O:38])[NH:31][C:32]2[NH:33][CH2:34][CH2:35][CH2:36][N:37]=2)=[CH:22][CH:21]=1.C1(C)C=CC=CC=1>ClCCl>[S:8]1[C:12]2[CH:13]=[CH:14][CH:15]=[CH:16][C:11]=2[N:10]=[C:9]1[NH:17][C@H:18]([C:39]([OH:41])=[O:40])[CH2:19][C:20]1[CH:21]=[CH:22][C:23]([O:26][CH2:27][CH2:28][CH2:29][C:30](=[O:38])[NH:31][C:32]2[NH:33][CH2:34][CH2:35][CH2:36][N:37]=2)=[CH:24][CH:25]=1. Procedure: 2 ml of trifluoroacetic acid is added to 25 mg of ester 7-3 in 5 ml of dichloromethane, agitation is carried out for 2 hours at ambient temperature then 10 ml of toluene is added. After evaporating under reduced pressure, taking up in dichloromethane and crystallizing by adding an Et2O/pentane mixture. 20 mg of 7-4 is obtained. Starting materials: [OH-].[K+] (KOH), NN (hydrazine), COC(COCCOCCOCCOCCOCCO)N1C(C=2C(C1=O)=CC=CC2)=O (1-phthalimidohexaethylene glycol monomethyl ether), C(C=1C(C(=O)NN)=CC=CC1)(=O)NN (phthalhydrazide). Reagents/catalysts: Cl (HCl). The solvent is C(C)O (ethanol), C(C)O (ethanol). Product: NCCOCCOCCOCCOCCOCCOC (1-amino-3,6,9,12,15,18-hexaoxanonadecane). The yield is 54.0%. Reaction SMILES: CO[CH:3]([N:21]1C(=O)C2=CC=CC=C2C1=O)[CH2:4][O:5][CH2:6][CH2:7][O:8][CH2:9][CH2:10][O:11][CH2:12][CH2:13][O:14][CH2:15][CH2:16][O:17][CH2:18][CH2:19][OH:20].NN.[C:34](NN)(=O)C1C(=CC=CC=1)C(NN)=O.[OH-].[K+]>C(O)C.Cl>[NH2:21][CH2:3][CH2:4][O:5][CH2:6][CH2:7][O:8][CH2:9][CH2:10][O:11][CH2:12][CH2:13][O:14][CH2:15][CH2:16][O:17][CH2:18][CH2:19][O:20][CH3:34] |f:3.4|. Procedure: ω-methoxyhexaethylene glycol (5 mmol) and 1.85 g (10 mmol) of potassium phthalimidate were mixed with 20 ml of dry N,N-dimethylformamide and stirred for 3 hours at 120° C. under a nitrogen atmosphere. The resulting mixture was then diluted with 50 ml of CH2Cl2 and a white solid that precipitated was removed by filtration and wished with 50 ml of CH2Cl2. The combined organic solutions were washed with 100 ml of 0.1N NaOH and 100 ml of saturated NaCl, and dried over anhydrous Na2SO4. Removal of so...